Dataset: the Open Reaction Database (ORD), a public repository of structured organic reaction records. Task: describe an organic reaction: reactants, conditions, products, and yield Starting materials: C(#N)C1=NN(C(=C1S(=O)(=O)C(F)(F)F)NN)C1=C(C=C(C=C1Cl)C(F)(F)F)Cl (3-cyano-1-(2,6-dichloro-4-trifluoromethylphenyl)-5-hydrazino-4-trifluoromethylsulphonylpyrazole), COC(CC(OC)OC)OC (1,1,3,3-tetramethoxypropane), Cl (hydrochloric acid). Run in C(C)O (ethanol). Product: C(#N)C1=NN(C(=C1S(=O)(=O)C(F)(F)F)N1N=CC=C1)C1=C(C=C(C=C1Cl)C(F)(F)F)Cl (3-cyano-1-(2,6-dichloro-4-trifluoromethylphenyl)-5-pyrazol-1-yl-4-trifluoromethylsulphonylpyrazole). Yield: 34.8%. As a reaction SMILES: [C:1]([C:3]1[C:7]([S:8]([C:11]([F:14])([F:13])[F:12])(=[O:10])=[O:9])=[C:6]([NH:15][NH2:16])[N:5]([C:17]2[C:22]([Cl:23])=[CH:21][C:20]([C:24]([F:27])([F:26])[F:25])=[CH:19][C:18]=2[Cl:28])[N:4]=1)#[N:2].CO[CH:31](OC)[CH2:32][CH:33](OC)OC.Cl>C(O)C>[C:1]([C:3]1[C:7]([S:8]([C:11]([F:12])([F:13])[F:14])(=[O:10])=[O:9])=[C:6]([N:15]2[CH:33]=[CH:32][CH:31]=[N:16]2)[N:5]([C:17]2[C:22]([Cl:23])=[CH:21][C:20]([C:24]([F:26])([F:25])[F:27])=[CH:19][C:18]=2[Cl:28])[N:4]=1)#[N:2]. Procedure: A mixture of 3-cyano-1-(2,6-dichloro-4-trifluoromethylphenyl)-5-hydrazino-4-trifluoromethylsulphonylpyrazole (1.6 g), 1,1,3,3-tetramethoxypropane (0.58 g), ethanol (10 ml) and concentrated hydrochloric acid (1 ml) was heated under reflux for 4 hours. After evaporation in vacuo the residue was dissolved in dichloromethane (200 ml) and washed in turn with sodium bicarbonate solution (2×50 ml) and with water (50 ml). Filtration (phase separating paper), followed by evaporation gave a red solid, whi... Reactants: CC1(c2ccccc2)NCCc2ccccc21, CI, CN(C)C=O, [H-], [Na+]. The product is CN1CCc2ccccc2C1(C)c1ccccc1. RXN SMILES: [CH3:1][C:2]1([c:12]2[cH:13][cH:14][cH:15][cH:16][cH:17]2)[NH:3][CH2:4][CH2:5][c:6]2[cH:7][cH:8][cH:9][cH:10][c:11]21.[CH3:20][I:21].[CH3:22][N:23]([CH3:24])[CH:25]=[O:26].[H-:18].[Na+:19]>>[CH3:1][C:2]1([c:12]2[cH:13][cH:14][cH:15][cH:16][cH:17]2)[N:3]([CH3:20])[CH2:4][CH2:5][c:6]2[cH:7][cH:8][cH:9][cH:10][c:11]21.